Task: describe an organic reaction: reactants, conditions, products, and yield. Dataset: the Open Reaction Database (ORD), a public repository of structured organic reaction records The product is CCN(CCO)c1ccc(C=Cc2sc(C=CC3=C(C#N)C(=C(C#N)C#N)OC3(C)C)c3c2OCC(C(C)(C)O[SiH2]C(C)(C)C)O3)cc1. Starting materials: CCN(CCO)c1ccc(C=Cc2sc(C=O)c3c2OCC(C(C)(C)O[SiH2]C(C)(C)C)O3)cc1, CC1=C(C#N)C(=C(C#N)C#N)OC1(C)C, C1CCNCC1, ClC(Cl)Cl, O. RXN SMILES: [C:16]([CH3:17])([CH3:18])([CH3:19])[SiH2:20][O:21][C:22]([CH:23]1[O:24][c:25]2[c:26]([c:29]([CH:34]=[CH:35][c:36]3[cH:37][cH:38][c:39]([N:42]([CH2:43][CH2:44][OH:45])[CH2:46][CH3:47])[cH:40][cH:41]3)[s:30][c:31]2[CH:32]=[O:33])[O:27][CH2:28]1)([CH3:48])[CH3:49].[C:1](#[N:2])[C:3]1=[C:7]([CH3:8])[C:6]([CH3:9])([CH3:10])[O:5][C:4]1=[C:11]([C:12]#[N:13])[C:14]#[N:15].[CH2:50]1[CH2:51][CH2:52][NH:53][CH2:54][CH2:55]1.[CH:56]([Cl:57])([Cl:58])[Cl:59].[OH2:60]>>[C:1](#[N:2])[C:3]1=[C:7]([CH:8]=[CH:32][c:31]2[c:25]3[c:26]([c:29]([CH:34]=[CH:35][c:36]4[cH:37][cH:38][c:39]([N:42]([CH2:43][CH2:44][OH:45])[CH2:46][CH3:47])[cH:40][cH:41]4)[s:30]2)[O:27][CH2:28][CH:23]([C:22]([O:21][SiH2:20][C:16]([CH3:17])([CH3:18])[CH3:19])([CH3:48])[CH3:49])[O:24]3)[C:6]([CH3:9])([CH3:10])[O:5][C:4]1=[C:11]([C:12]#[N:13])[C:14]#[N:15]. Reactants: C1(=CC=CC=C1)C1OC2=C(NC(C1)=O)C=CC=C2 (2,3-dihydro-2-phenyl-1,5-benzoxazepin-4-(5H)-one), C1(=CC=CC=C1)C1SC2=C(NC(C1)=O)C=CC=C2 (2,3-dihydro-2-phenyl-1,5-benzothiazepin-4-one), Cl.CN(CCN(C(=O)N1CCC(SC2=C1C=CC=C2)C2=CC=CC=C2)C)C (N-[2-(Dimethylamino)ethyl]-2,3,4,5-tetrahydro-N-methyl-2-phenyl-1,5-benzothiazepine-5-carboxamide, Hydrochloride). The product is Cl.CN(CCN(C(=O)N1CCC(OC2=C1C=CC=C2)C2=CC=CC=C2)C)C (N-(2-dimethylaminoethyl)-2,3,4,5-tetrahydro-N-methyl-2-phenyl-1,5-benzoxazepine-5-carboxamide hydrochloride). As a reaction SMILES: [C:1]1([CH:7]2[CH2:13][C:12](=O)[NH:11][C:10]3[CH:15]=[CH:16][CH:17]=[CH:18][C:9]=3[O:8]2)[CH:6]=[CH:5][CH:4]=[CH:3][CH:2]=1.C1(C2CC(=O)NC3C=CC=CC=3S2)C=CC=CC=1.[ClH:37].[CH3:38][N:39]([CH3:63])[CH2:40][CH2:41][N:42]([CH3:62])[C:43](N1C2C=CC=CC=2SC(C2C=CC=CC=2)CC1)=[O:44]>>[ClH:37].[CH3:38][N:39]([CH3:63])[CH2:40][CH2:41][N:42]([CH3:62])[C:43]([N:11]1[C:10]2[CH:15]=[CH:16][CH:17]=[CH:18][C:9]=2[O:8][CH:7]([C:1]2[CH:6]=[CH:5][CH:4]=[CH:3][CH:2]=2)[CH2:13][CH2:12]1)=[O:44] |f:2.3,4.5|. Procedure details: By substituting an equivalent amount of 2,3-dihydro-2-phenyl-1,5-benzoxazepin-4-(5H)-one, m.p. 123°-125°, (prepared as described in Example 1 of U.S. patent application, Ser. No. 328,048, filed Dec. 4, 1963 now U.S. Pat. No. 3,309,361), for the 2,3-dihydro-2-phenyl-1,5-benzothiazepin-4-one in part (A) of Example 1, and carrying out the procedure of the Example, there is obtained N-(2-dimethylaminoethyl)-2,3,4,5-tetrahydro-N-methyl-2-phenyl-1,5-benzoxazepine-5-carboxamide hydrochloride Reactants: N-[N-cyclohexylmethylamino(4-caraboxyphenylimino)methyl]-2-aminoethanoic acid, [OH-].[Na+] (sodium hydroxide), NCC(=O)O (glycine), C1(CCCCC1)CNC(SC)=NC1=CC=C(C=C1)C(=O)OC (N-cyclohexylmethyl-N'-(4-methoxycarbonylphenyl)-S-methylisothiourea). Product: C1(CCCCC1)CNC(NCC(=O)O)=NC1=CC=C(C=C1)C(=O)O (N-[N-cyclohexylmethylamino(4-carboxyphenylimino)methyl]-2-aminoethanoic acid). The yield is 79.0%. RXN SMILES: [OH-].[Na+].[NH2:3][CH2:4][C:5]([OH:7])=[O:6].[CH:8]1([CH2:14][NH:15][C:16](=[N:19][C:20]2[CH:25]=[CH:24][C:23]([C:26]([O:28]C)=[O:27])=[CH:22][CH:21]=2)SC)[CH2:13][CH2:12][CH2:11][CH2:10][CH2:9]1>>[CH:8]1([CH2:14][NH:15][C:16](=[N:19][C:20]2[CH:25]=[CH:24][C:23]([C:26]([OH:28])=[O:27])=[CH:22][CH:21]=2)[NH:3][CH2:4][C:5]([OH:7])=[O:6])[CH2:13][CH2:12][CH2:11][CH2:10][CH2:9]1 |f:0.1|. Procedure: This compound is obtained (yield 79%; melting point 164° C.), by saponification of N-[N-cyclohexylmethylamino(4-caraboxyphenylimino)methyl]-2-aminoethanoic acid (melting point 163° C.) in a 1N sodium hydroxide solution, whereby the former was prepared from glycine and N-cyclohexylmethyl-N'-(4-methoxycarbonylphenyl)-S-methylisothiourea according to the experimental procedure described in Example 2. The reactants are OC=1C=C(C(=O)N)C=CC1 (3-hydroxybenzamide), C([O-])([O-])=O.[K+].[K+] (potassium carbonate), ClC1=CC(=C(C(=O)OC)C=C1)C (methyl 4-chloro-methylbenzoate), C(C)#N (acetonitrile). Yields the product C(=O)(O)CC1=CC=C(COC=2C=C(C(=O)N)C=CC2)C=C1 (3-(4-carboxymethylbenzyloxy)benzamide). Reaction SMILES: [OH:1][C:2]1[CH:3]=[C:4]([CH:8]=[CH:9][CH:10]=1)[C:5]([NH2:7])=[O:6].[C:11](=[O:14])([O-])[O-:12].[K+].[K+].Cl[C:18]1[CH:27]=[CH:26][C:21]([C:22](OC)=O)=[C:20](C)[CH:19]=1.[C:29](#N)C>>[C:11]([CH2:29][C:18]1[CH:19]=[CH:20][C:21]([CH2:22][O:1][C:2]2[CH:3]=[C:4]([CH:8]=[CH:9][CH:10]=2)[C:5]([NH2:7])=[O:6])=[CH:26][CH:27]=1)([OH:12])=[O:14] |f:1.2.3|. Reported procedure: To 3-hydroxybenzamide (1.37 g; 10 mmol) was added potassium carbonate (1.38 g; 10 mmol) and methyl 4-chloro-methylbenzoate (1.84 g; 10 mmol) in anhydrous acetonitrile (50 ml). The mixture was heated under reflux for 5 hours. Run at temperature -20 celsius, time 8 hour. Product: N1C=CC2=CC=NC=C12 (6-azaindole). Solvent: C1CCOC1 (THF). As a reaction SMILES: [N+:1]([C:4]1[CH:5]=[N:6][CH:7]=[CH:8][CH:9]=1)([O-])=O.[CH:10]([Mg]Br)=[CH2:11]>C1COCC1>[NH:1]1[C:4]2[C:9](=[CH:8][CH:7]=[N:6][CH:5]=2)[CH:11]=[CH:10]1. Procedure: A solution of 3-nitropyridine in THF at −78° C. is treated with vinyl magnesium bromide (3 eq), stirred at −20° C. for 8 h and quenched with 20% ammonium chloride. The phases are separated and the aqueous phase is extracted with EtOAc. The organic phase and the combined extracts are mixed together, dried over MgSO4 and concentrated in vacuo. The resultant residue is chromatographed over silica gel to afford the title 6-azaindole. Starting materials: [N+](=O)([O-])C=1C=NC=CC1 (3-nitropyridine), C(=C)[Mg]Br (vinyl magnesium bromide). The reactants are [OH-].[Na+] (NaOH), FC1=NC=CC=C1O (2-fluoro-3-pyridinol), CC(=O)[O-].[Na+] (NaOAc), BrBr (Br2). Solvent: CC(=O)O (HOAc). Run at time 4 hour. The product is BrC1=CC=C(C(=N1)F)O (6-bromo-2-fluoro-3-pyridinol). Yield: 10.7%. As a reaction SMILES: [F:1][C:2]1[C:7]([OH:8])=[CH:6][CH:5]=[CH:4][N:3]=1.CC([O-])=O.[Na+].[Br:14]Br.[OH-].[Na+]>CC(O)=O>[Br:14][C:4]1[N:3]=[C:2]([F:1])[C:7]([OH:8])=[CH:6][CH:5]=1 |f:1.2,4.5|. Reported procedure: A stirred solution of 2-fluoro-3-pyridinol (1.10 g, 9.73 mmol) and NaOAc (0.80 g, 9.73 mmol) in HOAc (10 mL) was treated with Br2 (1.56 g, 9.73 mmol) at 5° C., and the reaction mixture was allowed to warm to ambient temperature, and stirred at ambient temperature for 4 h. The mixture was poured onto ice and neutralized with 2N NaOH to pH about 7, and then extracted with EtOAc. The combined organic extract was washed with water, brine, dried over Na2SO4, filtered, and the filtrate was concentrate...